From a dataset of the Open Reaction Database (ORD), a public repository of structured organic reaction records. describe an organic reaction: reactants, conditions, products, and yield The reactants are C(C)(C)(C)C1=CC(=C(C=N1)C=1N([C@]([C@](N1)(C)C1=CC=C(C=C1)Cl)(C)C1=CC=C(C=C1)Cl)C(=O)N1CCC(CC1)CC(=O)O)OCC ({1-[(4S,5R)-2-(6-tert-Butyl-4-ethoxy-pyridin-3-yl)-4,5-bis-(4-chloro-phenyl)-4,5-dimethyl-4,5-dihydro-imidazole-1-carbonyl]-piperidin-4-yl}-acetic acid), OCCN (2-hydroxylethylamine). The product is C(C)(C)(C)C1=CC(=C(C=N1)C=1N([C@]([C@](N1)(C)C1=CC=C(C=C1)Cl)(C)C1=CC=C(C=C1)Cl)C(=O)N1CCC(CC1)CC(=O)NCCO)OCC (2-{1-[(4S,5R)-2-(6-tert-Butyl-4-ethoxy-pyridin-3-yl)-4,5-bis-(4-chloro-phenyl)-4,5-dimethyl-4,5-dihydro-imidazole-1-carbonyl]-piperidin-4-yl}-N-(2-hydroxy-ethyl)-acetamide). As a reaction SMILES: [C:1]([C:5]1[N:10]=[CH:9][C:8]([C:11]2[N:12]([C:32]([N:34]3[CH2:39][CH2:38][CH:37]([CH2:40][C:41](O)=[O:42])[CH2:36][CH2:35]3)=[O:33])[C@@:13]([C:25]3[CH:30]=[CH:29][C:28]([Cl:31])=[CH:27][CH:26]=3)([CH3:24])[C@@:14]([C:17]3[CH:22]=[CH:21][C:20]([Cl:23])=[CH:19][CH:18]=3)([CH3:16])[N:15]=2)=[C:7]([O:44][CH2:45][CH3:46])[CH:6]=1)([CH3:4])([CH3:3])[CH3:2].[OH:47][CH2:48][CH2:49][NH2:50]>>[C:1]([C:5]1[N:10]=[CH:9][C:8]([C:11]2[N:12]([C:32]([N:34]3[CH2:39][CH2:38][CH:37]([CH2:40][C:41]([NH:50][CH2:49][CH2:48][OH:47])=[O:42])[CH2:36][CH2:35]3)=[O:33])[C@@:13]([C:25]3[CH:26]=[CH:27][C:28]([Cl:31])=[CH:29][CH:30]=3)([CH3:24])[C@@:14]([C:17]3[CH:22]=[CH:21][C:20]([Cl:23])=[CH:19][CH:18]=3)([CH3:16])[N:15]=2)=[C:7]([O:44][CH2:45][CH3:46])[CH:6]=1)([CH3:3])([CH3:4])[CH3:2]. Procedure: In a manner analogous to the method described in example 163, {1-[(4S,5R)-2-(6-tert-Butyl-4-ethoxy-pyridin-3-yl)-4,5-bis-(4-chloro-phenyl)-4,5-dimethyl-4,5-dihydro-imidazole-1-carbonyl]-piperidin-4-yl}-acetic acid was coupled with 2-hydroxylethylamine (Aldrich) to give the title compound. HR-MS (ES, m/z) calculated for C38H48Cl2N5O4 [(M+H)+] 708.3078, observed 708.3074. Reactants: C(C)(C)N(CC)C(C)C (diisopropylethylamine), C1OC(CN2C1CNCC2)=O (perhydro-pyrazino[2,1-c][1,4]oxazin-3-one), FC(C(=O)O)(F)F (trifluoroacetic acid), ClC=1C=C(C=CC1F)NC1=NC=NC2=CC(=C(C=C12)OCC1CC1)OCCBr (4-[(3-chloro-4-fluorophenyl)amino]-6-cyclopropylmethoxy-7-(2-bromoethoxy)-quinazoline), C([O-])([O-])=O.[K+].[K+] (potassium carbonate), [I-].[Na+] (sodium iodide), C1OC(CN2C1CNCC2)=O (perhydro-pyrazino[2,1-c][1,4]oxazin-3-one), FC(C(=O)O)(F)F (trifluoroacetic acid), C([O-])([O-])=O.[K+].[K+] (potassium carbonate). Run in C(C)#N (acetonitrile). Conditions: time 1 hour. Product: ClC=1C=C(C=CC1F)NC1=NC=NC2=CC(=C(C=C12)OCC1CC1)OCCN1CC2COC(CN2CC1)=O (4-[(3-chloro-4-fluorophenyl)amino]-6-cyclopropylmethoxy-7-[2-(3-oxo-perhydro-pyrazino[2,1-c][1,4]oxazin-8-yl)-ethoxy]-quinazoline). As a reaction SMILES: C(N(C(C)C)CC)(C)C.[CH2:10]1[CH:15]2[CH2:16][NH:17][CH2:18][CH2:19][N:14]2[CH2:13][C:12](=[O:20])[O:11]1.FC(F)(F)C(O)=O.[Cl:28][C:29]1[CH:30]=[C:31]([NH:36][C:37]2[C:46]3[C:41](=[CH:42][C:43]([O:52][CH2:53][CH2:54]Br)=[C:44]([O:47][CH2:48][CH:49]4[CH2:51][CH2:50]4)[CH:45]=3)[N:40]=[CH:39][N:38]=2)[CH:32]=[CH:33][C:34]=1[F:35].C(=O)([O-])[O-].[K+].[K+].[I-].[Na+]>C(#N)C>[Cl:28][C:29]1[CH:30]=[C:31]([NH:36][C:37]2[C:46]3[C:41](=[CH:42][C:43]([O:52][CH2:53][CH2:54][N:17]4[CH2:18][CH2:19][N:14]5[CH:15]([CH2:10][O:11][C:12](=[O:20])[CH2:13]5)[CH2:16]4)=[C:44]([O:47][CH2:48][CH:49]4[CH2:51][CH2:50]4)[CH:45]=3)[N:40]=[CH:39][N:38]=2)[CH:32]=[CH:33][C:34]=1[F:35] |f:4.5.6,7.8|. Procedure details: 0.25 ml of diisopropylethylamine and 260 mg of perhydro-pyrazino[2,1-c][1,4]oxazin-3-one x 2 trifluoroacetic acid are added to 150 mg of 4-[(3-chloro-4-fluorophenyl)amino]-6-cyclopropylmethoxy-7-(2-bromoethoxy)-quinazoline in 15 ml of acetonitrile. The reaction mixture is stirred for one hour at ambient temperature and then refluxed for two hours. Then 70 mg of potassium carbonate and 75 mg of sodium iodide are added. The reaction mixture is refluxed for about another 14 hours, during which time... Reactants: C(C1=CC=CC=C1)S(=O)(=O)Cl (benzylsulfonylchloride), CCOCC (ether), N[C@@H](C)C(=O)N1[C@H](C(=O)N2[C@H](C(=O)O)CCC2)CCC1.C(C1=CC=CC=C1)S(=O)(=O)N[C@@H](C)C(=O)N1[C@H](C(=O)N2[C@H](C(=O)O)CCC2)CCC1 (N-benzylsulfonyl-L-alanyl-L-prolyl-L-proline N-alanyl-L-prolyl-L-proline). The solvent is [OH-].[Na+] (sodium hydroxide). Yields the product C(C1=CC=CC=C1)S(=O)(=O)N[C@@H](C)C(=O)N1[C@H](C(=O)N2[C@H](C(=O)O)CCC2)CCC1 (N-benzylsulfonyl-L-alanyl-L-prolyl-L-proline). The yield is 77.4%. Reaction SMILES: N[C@H](C(N1CCC[C@H]1C(N1CCC[C@H]1C(O)=O)=O)=O)C.[CH2:21]([S:28]([NH:31][C@H:32]([C:34]([N:36]1[CH2:50][CH2:49][CH2:48][C@H:37]1[C:38]([N:40]1[CH2:47][CH2:46][CH2:45][C@H:41]1[C:42]([OH:44])=[O:43])=[O:39])=[O:35])[CH3:33])(=[O:30])=[O:29])[C:22]1[CH:27]=[CH:26][CH:25]=[CH:24][CH:23]=1.C(S(Cl)(=O)=O)C1C=CC=CC=1.CCOCC>[OH-].[Na+]>[CH2:21]([S:28]([NH:31][C@H:32]([C:34]([N:36]1[CH2:50][CH2:49][CH2:48][C@H:37]1[C:38]([N:40]1[CH2:47][CH2:46][CH2:45][C@H:41]1[C:42]([OH:44])=[O:43])=[O:39])=[O:35])[CH3:33])(=[O:30])=[O:29])[C:22]1[CH:23]=[CH:24][CH:25]=[CH:26][CH:27]=1 |f:0.1,4.5|. Procedure: N-benzylsulfonyl-L-alanyl-L-prolyl-L-proline N-alanyl-L-prolyl-L-proline (3.00 g, 10.6 m mole) was dissolved in 1N aqueous sodium hydroxide (21.2 ml, 21.2 m mole), and benzylsulfonylchloride (2.02 g, 10.6 m mole)-ether (10 ml) solution was added dropwise thereto while stirring and cooling with ice over 15 minutes. Thus obtained reaction solution was further stirred for 3 hours at room temperature, and the ether layer was separated. The water layer was washed with ether (10 ml) again. The water l... Starting materials: C1(=CC=CC=C1)C1CCC(=O)O1 (γ-phenyl-γ-butyrolactone), N (ammonia). Reaction conditions: time 8 hour. Product: OC(CCC(=O)N)C1=CC=CC=C1 (4-hydroxy-4-phenyl-butyramide). Yield: 75.0%. RXN SMILES: [C:1]1([CH:7]2[O:12][C:10](=[O:11])[CH2:9][CH2:8]2)[CH:6]=[CH:5][CH:4]=[CH:3][CH:2]=1.[NH3:13]>>[OH:12][CH:7]([C:1]1[CH:6]=[CH:5][CH:4]=[CH:3][CH:2]=1)[CH2:8][CH2:9][C:10]([NH2:13])=[O:11]. Procedure: A mixture of γ-phenyl-γ-butyrolactone (10.30 g, 63.5 mmol) and an excess of ammonia was stirred under nitrogen and a dry ice trap for 8 hours. The dry ice trap was removed and after evaporation of the ammonia 11.27 g of a tan solid remained. Recrystallization of the solid from ethyl acetate-hexane gave 4-hydroxy-4-phenyl-butyramide (8.56 g, 75%) as a white solid, mp 85-87° C. Starting materials: ClC1=C2N=C(N(C2=NC=N1)C)C=1C=NN(C1)C (6-chloro-9-methyl-8-(1-methyl-1H-pyrazol-4-yl)-9H-purine), ClC=1C=CC(=C(C1)S(=O)(=O)N1CCNCC1)OC (1-(5-chloro-2-methoxyphenylsulfonyl)piperazine). The solvent is C(C)(C)O (isopropyl alcohol). Product: ClC=1C=CC(=C(C1)S(=O)(=O)N1CCN(CC1)C1=C2N=C(N(C2=NC=N1)C)C=1C=NN(C1)C)OC (6-(4-{[5-Chloro-2-(methyloxy)phenyl]sulfonyl}piperazin-1-yl)-9-methyl-8-(1-methyl-1H-pyrazol-4-yl)-9H-purine). Yield: 49.0%. Reaction SMILES: Cl[C:2]1[N:10]=[CH:9][N:8]=[C:7]2[C:3]=1[N:4]=[C:5]([C:12]1[CH:13]=[N:14][N:15]([CH3:17])[CH:16]=1)[N:6]2[CH3:11].[Cl:18][C:19]1[CH:20]=[CH:21][C:22]([O:34][CH3:35])=[C:23]([S:25]([N:28]2[CH2:33][CH2:32][NH:31][CH2:30][CH2:29]2)(=[O:27])=[O:26])[CH:24]=1>C(O)(C)C>[Cl:18][C:19]1[CH:20]=[CH:21][C:22]([O:34][CH3:35])=[C:23]([S:25]([N:28]2[CH2:29][CH2:30][N:31]([C:2]3[N:10]=[CH:9][N:8]=[C:7]4[C:3]=3[N:4]=[C:5]([C:12]3[CH:13]=[N:14][N:15]([CH3:17])[CH:16]=3)[N:6]4[CH3:11])[CH2:32][CH2:33]2)(=[O:26])=[O:27])[CH:24]=1. Procedure: A stirred solution of 6-chloro-9-methyl-8-(1-methyl-1H-pyrazol-4-yl)-9H-purine (30 mg, 0.12 mmol), 1-(5-chloro-2-methoxyphenylsulfonyl)piperazine (43.6 mg, 0.15 mmol, Oakwood Products, Inc.), and triethylaminem (84.0 uL, 0.60 mmol) in isopropyl alcohol (2.0 mL) were heated to 80° C. for 16 hours. The resulting precipitate was collected by vacuum filtration, washed with ethanol (2 mL), water (2 mL) and diethyl ether (2 mL) and dried under reduced pressure, to give 29.6 mg (49% yield) of the title...